Dataset: the Open Reaction Database (ORD), a public repository of structured organic reaction records. Task: describe an organic reaction: reactants, conditions, products, and yield The reactants are Cl, O=N[O-], N#Cc1ccc2nc(N)sc2c1, [Na+], O. Product: N#Cc1ccc2nc(Cl)sc2c1. As a reaction SMILES: [ClH:1].[N:14]([O-:15])=[O:16].[NH2:2][c:3]1[s:4][c:5]2[c:6]([n:7]1)[cH:8][cH:9][c:10]([C:12]#[N:13])[cH:11]2.[Na+:17].[OH2:18]>>[Cl:1][c:3]1[s:4][c:5]2[c:6]([n:7]1)[cH:8][cH:9][c:10]([C:12]#[N:13])[cH:11]2. Reactants: CC1=C(C(=NO1)C1=CC=CC=C1)C(=O)Cl (5-Methyl-3-phenylisoxazole-4-carbonyl chloride), NC1=CC=NC2=CC(=CC=C12)C(F)(F)F (4-amino-7-trifluoromethylquinoline). Run in N1=CC=CC=C1 (pyridine), C(C)(=O)OCC (ethyl acetate). Run at temperature 70 celsius. The product is CC1=C(C(=NO1)C1=CC=CC=C1)C(=O)NC1=CC=NC2=CC(=CC=C12)C(F)(F)F (5-methyl-3-phenyl-N-(7-trifluoromethyl-4-quinolinyl)-4-isoxazolecarboxamide). The yield is 55.8%. RXN SMILES: [CH3:1][C:2]1[O:6][N:5]=[C:4]([C:7]2[CH:12]=[CH:11][CH:10]=[CH:9][CH:8]=2)[C:3]=1[C:13](Cl)=[O:14].[NH2:16][C:17]1[C:26]2[C:21](=[CH:22][C:23]([C:27]([F:30])([F:29])[F:28])=[CH:24][CH:25]=2)[N:20]=[CH:19][CH:18]=1>N1C=CC=CC=1.C(OCC)(=O)C>[CH3:1][C:2]1[O:6][N:5]=[C:4]([C:7]2[CH:12]=[CH:11][CH:10]=[CH:9][CH:8]=2)[C:3]=1[C:13]([NH:16][C:17]1[C:26]2[C:21](=[CH:22][C:23]([C:27]([F:30])([F:28])[F:29])=[CH:24][CH:25]=2)[N:20]=[CH:19][CH:18]=1)=[O:14]. Procedure details: 5-Methyl-3-phenylisoxazole-4-carbonyl chloride (100 mg) and 4-amino-7-trifluoromethylquinoline (250 mg) were dissolved in dichlorormethane (5 mL) and pyridine (0.3 mL). The reaction solution was heated at 70° C. overnight and then diluted with ethyl acetate (60 mL). The organic solution was washed with water (60 mL), dried, evaporated and purified by flash column chromatography (EtOAc/hexanes=1/6) to give 5-methyl-3-phenyl-N-(7-trifluoromethyl-4-quinolinyl)-4-isoxazolecarboxamide (100 mg) as a w... The reactants are C(C)(=O)OCC1=C(C=CC(=C1)COC(C)=O)Br (2,4-bis(acetoxymethyl)-bromobenzene), C(C)(=O)OCC1=C(C(=CC=C1)COC(C)=O)Br (2,6-bis(acetoxymethyl)bromobenzene), [OH-].[Na+] (sodium hydroxide). Solvent: CO (methanol). Run at temperature 10 celsius, time 1 hour. Yields the product OCC1=C(C=CC(=C1)CO)Br (2,4-bis(hydroxymethyl)bromobenzene). The yield is 83.9%. As a reaction SMILES: C([O:4][CH2:5][C:6]1[CH:11]=[C:10]([CH2:12][O:13]C(=O)C)[CH:9]=[CH:8][C:7]=1[Br:17])(=O)C.C(OCC1C=CC=C(COC(=O)C)C=1Br)(=O)C.[OH-].[Na+]>CO>[OH:4][CH2:5][C:6]1[CH:11]=[C:10]([CH2:12][OH:13])[CH:9]=[CH:8][C:7]=1[Br:17] |f:2.3|. Procedure details: An about 93:7 mixture (36.7 g) of 2,4-bis(acetoxymethyl)-bromobenzene and 2,6-bis(acetoxymethyl)bromobenzene was dissolved in methanol (183 ml) and cooled to 10° C. To this solution was added dropwise 10% aqueous sodium hydroxide solution (133 g). The reaction mixture was stirred at room temperature for 1 hr, and the solvent (about 200 ml) was evaporated. The residue was neutralized with dilute hydrochloric acid (about 200 ml). To the neutralized solution was added toluene (150 ml) and the mixtu... The reactants are [Al+3], O=C1CCCc2ccccc21, C1CCOC1, C[Si](C)(C)C#N, [H-], [H-], [H-], [H-], [I-], [I-], [Li+], [Zn+2]. Product: NCC1(O)CCCc2ccccc21. As a reaction SMILES: [Al+3:19].[C:7]1(=[O:17])[CH2:8][CH2:9][CH2:10][c:11]2[cH:12][cH:13][cH:14][cH:15][c:16]21.[CH2:24]1[O:25][CH2:26][CH2:27][CH2:28]1.[CH3:1][Si:2]([CH3:3])([CH3:4])[C:5]#[N:6].[H-:18].[H-:21].[H-:22].[H-:23].[I-:29].[I-:31].[Li+:20].[Zn+2:30]>>[CH2:5]([NH2:6])[C:7]1([OH:17])[CH2:8][CH2:9][CH2:10][c:11]2[cH:12][cH:13][cH:14][cH:15][c:16]21. Starting materials: CCO, N#CCc1ccc(Cl)cc1F, O. The product is CCOC(=O)Cc1ccc(Cl)cc1F. As a reaction SMILES: [CH3:13][CH2:14][OH:15].[Cl:1][c:2]1[cH:3][c:4]([F:11])[c:5]([CH2:8][C:9]#[N:10])[cH:6][cH:7]1.[OH2:12]>>[Cl:1][c:2]1[cH:3][c:4]([F:11])[c:5]([CH2:8][C:9](=[O:12])[O:15][CH2:14][CH3:13])[cH:6][cH:7]1. Reactants: O=C([O-])O, CC(C)(C#N)c1cccc(C(=O)Cl)c1, N#Cc1ccc(N)cc1O, [Na+], C1CCOC1. Yields the product CC(C)(C#N)c1cccc(C(=O)Nc2ccc(C#N)c(O)c2)c1. Reaction SMILES: [C:11](=[O:12])([O-:13])[OH:14].[C:16](#[N:17])[C:18]([CH3:19])([CH3:20])[c:21]1[cH:22][c:23]([C:24](=[O:25])[Cl:26])[cH:27][cH:28][cH:29]1.[NH2:1][c:2]1[cH:3][c:4]([OH:10])[c:5]([C:6]#[N:7])[cH:8][cH:9]1.[Na+:15].[O:30]1[CH2:31][CH2:32][CH2:33][CH2:34]1>>[NH:1]([c:2]1[cH:3][c:4]([OH:10])[c:5]([C:6]#[N:7])[cH:8][cH:9]1)[C:24]([c:23]1[cH:22][c:21]([C:18]([C:16]#[N:17])([CH3:19])[CH3:20])[cH:29][cH:28][cH:27]1)=[O:25]. Reactants: NC(=O)N (urea), FC(C(=O)OC)C(=O)OC (dimethyl fluoromalonate), C[O-].[Na+] (NaOMe). Run in CO (methanol), CO (methanol). Run at time 1 hour. The product is FC=1C(NC(NC1O)=O)=O (5-fluoro-6-hydroxy-2,4(1H,3H)-pyrimidinedione). Yield: 54.8%. As a reaction SMILES: [NH2:1][C:2]([NH2:4])=[O:3].[F:5][CH:6]([C:11](OC)=[O:12])[C:7](OC)=[O:8].C[O-].[Na+]>CO>[F:5][C:6]1[C:7](=[O:8])[NH:1][C:2](=[O:3])[NH:4][C:11]=1[OH:12] |f:2.3|. Reported procedure: A mechanically stirred solution of urea (60.06 g, 1 mol) and dimethyl fluoromalonate (150.11 g, 1 mol) in methanol (1 L) was treated with 25 wt % NaOMe in methanol (˜4.6 M, 435 mL, 2 mol). The mixture was refluxed for 3 h and then allowed to cool to room temperature. The mixture was filtered, the wet cake was dissolved in warm water (˜1.2 L), and the resulting aqueous solution was acidified with concentrated aqueous HCl (˜160 mL) to pH=2 while stirring over 1 h. The mixture was allowed to cool t... Reactants: Cc1nc2c(Br)cc(N3CCOCC3)cc2[nH]1, Cc1c(CBr)cccc1C(F)(F)F, O=C([O-])[O-], CCOC(C)=O, CN(C)C=O, [K+], [K+]. Product: Cc1c(Cn2c(C)nc3c(Br)cc(N4CCOCC4)cc32)cccc1C(F)(F)F. Reaction SMILES: [Br:1][c:2]1[cH:3][c:4]([N:12]2[CH2:13][CH2:14][O:15][CH2:16][CH2:17]2)[cH:5][c:6]2[nH:7][c:8]([CH3:11])[n:9][c:10]12.[Br:24][CH2:25][c:26]1[c:27]([CH3:36])[c:28]([C:32]([F:33])([F:34])[F:35])[cH:29][cH:30][cH:31]1.[C:18](=[O:19])([O-:20])[O-:21].[CH3:37][CH2:38][O:39][C:40]([CH3:41])=[O:42].[CH3:43][N:44]([CH3:45])[CH:46]=[O:47].[K+:22].[K+:23]>>[Br:1][c:2]1[cH:3][c:4]([N:12]2[CH2:13][CH2:14][O:15][CH2:16][CH2:17]2)[cH:5][c:6]2[n:7]([CH2:25][c:26]3[c:27]([CH3:36])[c:28]([C:32]([F:33])([F:34])[F:35])[cH:29][cH:30][cH:31]3)[c:8]([CH3:11])[n:9][c:10]12.